From a dataset of the Open Reaction Database (ORD), a public repository of structured organic reaction records. describe an organic reaction: reactants, conditions, products, and yield Reactants: ClC=1N=CC=2N(C(C3(CN(C2N1)C1CCCCC1)CC3)=O)C (2′-chloro-9′-cyclohexyl-5′-methyl-8′,9′-dihydrospiro[cyclopropane-1,7′-pyrimido[5,4-b][1,4]diazepin]-6′(5′H)-one), ClC=1N=CC=2N(C(C3(CN(C2N1)C1CCCCC1)CC3)=O)C (2′-chloro-9′-cyclohexyl-5′-methyl-8′,9′-dihydrospiro[cyclopropane-1,7′-pyrimido[5,4-b][1,4]diazepin]-6′(5′H)-one), NC1=CC(=C(C(=O)NC2CCN(CC2)CC)C=C1F)F (4-amino-N-(1-ethyl-4-piperidyl)-2,5-difluoro-benzamide), NC1=CC(=C(C(=O)NC2CCN(CC2)CC)C=C1F)F (4-amino-N-(1-ethyl-4-piperidyl)-2,5-difluoro-benzamide), C([O-])([O-])=O.[Cs+].[Cs+] (caesium carbonate), CC1(C2=C(C(=CC=C2)P(C3=CC=CC=C3)C4=CC=CC=C4)OC5=C(C=CC=C51)P(C6=CC=CC=C6)C7=CC=CC=C7)C (XANTPHOS). Reagents/catalysts: [Pd+2].C(C1=CC=CC=C1)=CC(=O)C=CC1=CC=CC=C1.C(C1=CC=CC=C1)=CC(=O)C=CC1=CC=CC=C1.C(C1=CC=CC=C1)=CC(=O)C=CC1=CC=CC=C1 (Tris(dibenzylideneacetone) palladium (II)). The solvent is O1CCOCC1 (dioxane). Run at temperature 110 celsius. Product: C1(CCCCC1)N1C2=C(N(C(C3(C1)CC3)=O)C)C=NC(=N2)NC2=CC(=C(C(=O)NC3CCN(CC3)CC)C=C2F)F (4-(9′-cyclohexyl-5′-methyl-6′-oxo-5′,6′,8′,9′-tetrahydrospiro[cyclopropane-1,7′-pyrimido[5,4-b][1,4]diazepine]-2′-ylamino)-N-(1-ethyl-4-piperidyl)-2,5-difluoro-benzamide). Yield: 10.8%. As a reaction SMILES: Cl[C:2]1[N:3]=[CH:4][C:5]2[N:6]([CH3:22])[C:7](=[O:21])[C:8]3([CH2:20][CH2:19]3)[CH2:9][N:10]([CH:13]3[CH2:18][CH2:17][CH2:16][CH2:15][CH2:14]3)[C:11]=2[N:12]=1.[NH2:23][C:24]1[C:40]([F:41])=[CH:39][C:27]([C:28]([NH:30][CH:31]2[CH2:36][CH2:35][N:34]([CH2:37][CH3:38])[CH2:33][CH2:32]2)=[O:29])=[C:26]([F:42])[CH:25]=1.C(=O)([O-])[O-].[Cs+].[Cs+].CC1(C)C2C(=C(P(C3C=CC=CC=3)C3C=CC=CC=3)C=CC=2)OC2C(P(C3C=CC=CC=3)C3C=CC=CC=3)=CC=CC1=2>[Pd+2].C(=CC(C=CC1C=CC=CC=1)=O)C1C=CC=CC=1.C(=CC(C=CC1C=CC=CC=1)=O)C1C=CC=CC=1.C(=CC(C=CC1C=CC=CC=1)=O)C1C=CC=CC=1.O1CCOCC1>[CH:13]1([N:10]2[CH2:9][C:8]3([CH2:20][CH2:19]3)[C:7](=[O:21])[N:6]([CH3:22])[C:5]3[CH:4]=[N:3][C:2]([NH:23][C:24]4[C:40]([F:41])=[CH:39][C:27]([C:28]([NH:30][CH:31]5[CH2:36][CH2:35][N:34]([CH2:37][CH3:38])[CH2:33][CH2:32]5)=[O:29])=[C:26]([F:42])[CH:25]=4)=[N:12][C:11]2=3)[CH2:18][CH2:17][CH2:16][CH2:15][CH2:14]1 |f:2.3.4,6.7.8.9|. Procedure details: 2′-chloro-9′-cyclohexyl-5′-methyl-8′,9′-dihydrospiro[cyclopropane-1,7′-pyrimido[5,4-b][1,4]diazepin]-6′(5′H)-one (Intermediate 270; 100 mg, 0.31 mmol), 4-amino-N-(1-ethyl-4-piperidyl)-2,5-difluoro-benzamide (Intermediate 235; 98 mg, 0.34 mmol) and caesium carbonate (204 mg, 0.62 mmol) added to dioxane (5 mL) and the suspension bubbled with nitrogen for 10 minutes. Tris(dibenzylideneacetone) palladium (II) (18 mg, 0.02 mmol) and XANTPHOS (17 mg, 0.03 mmol) added and the mixture heated at 110° C. ... The reactants are CSC.B (Borane methyl sulfide), FC1(OC2(CNC1=O)CCN(CC2)C(=O)OC(C)(C)C)F (tert-Butyl 2,2-difluoro-3-oxo-1-oxa-4,9-diazaspiro[5.5]undecane-9-carboxylate). Solvent: C1CCOC1 (THF). Run at temperature 55 celsius. Yields the product FC1(OC2(CNC1)CCN(CC2)C(=O)OC(C)(C)C)F (tert-Butyl 2,2-difluoro-1-oxa-4,9-diazaspiro[5.5]undecane-9-carboxylate). As a reaction SMILES: CSC.B.[F:5][C:6]1([F:25])[C:11](=O)[NH:10][CH2:9][C:8]2([CH2:17][CH2:16][N:15]([C:18]([O:20][C:21]([CH3:24])([CH3:23])[CH3:22])=[O:19])[CH2:14][CH2:13]2)[O:7]1>C1COCC1>[F:25][C:6]1([F:5])[CH2:11][NH:10][CH2:9][C:8]2([CH2:13][CH2:14][N:15]([C:18]([O:20][C:21]([CH3:23])([CH3:22])[CH3:24])=[O:19])[CH2:16][CH2:17]2)[O:7]1 |f:0.1|. Reported procedure: Borane methyl sulfide complex (2M in THF, 2.69 mL) was added dropwise to a solution of tert-butyl 2,2-difluoro-3-oxo-1-oxa-4,9-diazaspiro[5.5]undecane-9-carboxylate (example 37, step b) (0.55 g) in THF (15 mL). The reaction mixture was heated at 55° C. under nitrogen for 25 minutes and then cooled to room temperature. The mixture was quenched by careful dropwise addition of methanol (5 mL). N1,N2-dimethylethane-1,2-diamine (0.633 g) was then added and the mixture heated at 70° C. for minutes. Th... The reactants are COC=1C(=C(CNCC(C2=CC(=C(C=C2)OC)OC)O)C=CC1)C (α-[[(3-methoxy-2-methylbenzyl)amino]methyl]-3,4-dimethoxybenzyl alcohol), S(O)(O)(=O)=O (sulfuric acid). The solvent is FC(C(=O)O)(F)F (trifluoroacetic acid). Product: COC1=CC=C2C(CNCC2=C1C)C1=CC(=C(C=C1)OC)OC (7-methoxy-4-(3,4-dimethoxyphenyl)-8-methyl-1,2,3,4-tetrahydroisoquinoline). The yield is 89.2%. RXN SMILES: [CH3:1][O:2][C:3]1[C:4]([CH3:24])=[C:5]([CH:21]=[CH:22][CH:23]=1)[CH2:6][NH:7][CH2:8][CH:9](O)[C:10]1[CH:15]=[CH:14][C:13]([O:16][CH3:17])=[C:12]([O:18][CH3:19])[CH:11]=1.S(=O)(=O)(O)O>FC(F)(F)C(O)=O>[CH3:1][O:2][C:3]1[C:4]([CH3:24])=[C:5]2[C:21]([CH:9]([C:10]3[CH:15]=[CH:14][C:13]([O:16][CH3:17])=[C:12]([O:18][CH3:19])[CH:11]=3)[CH2:8][NH:7][CH2:6]2)=[CH:22][CH:23]=1. Reported procedure: 510 mg of α-[[(3-methoxy-2-methylbenzyl)amino]methyl]-3,4-dimethoxybenzyl alcohol was dissolved in 3.8 ml of trifluoroacetic acid, 0.12 ml of conc. sulfuric acid was added dropwise under ice cooling, and the mixture was allowed to react for 30 minutes. The reaction solution was concentrated, and subjected to azeotropic distillation with toluene 2 times. The residue was dissolved in chloroform, and basified by addition of 28% aqueous ammonia. The chloroform layer was collected, washed with water,... Run at time 8 hour. Procedure details: To a mixture of (S)-2-tert-butoxycarbonylamino-4-(3-{3-[4-(pyridin-2-yloxymethyl)-benzyl]-isoxazol-5-yl}-pyridin-2-ylcarbamoyl)-butyric acid ethyl ester (40 mg, 0.065 mmol) described in Manufacturing Example 4-2 and dichloromethane (1 mL) was added trifluoroacetic acid (0.5 mL) at room temperature, which was stirred overnight at the same temperature. The solvent was evaporated from the reaction mixture under a reduced pressure, and the residue thus obtained was washed with diethyl ether, so as t... The solvent is ClCCl (dichloromethane). RXN SMILES: [CH2:1]([O:3][C:4](=[O:45])[C@@H:5]([NH:37]C(OC(C)(C)C)=O)[CH2:6][CH2:7][C:8](=[O:36])[NH:9][C:10]1[C:15]([C:16]2[O:20][N:19]=[C:18]([CH2:21][C:22]3[CH:27]=[CH:26][C:25]([CH2:28][O:29][C:30]4[CH:35]=[CH:34][CH:33]=[CH:32][N:31]=4)=[CH:24][CH:23]=3)[CH:17]=2)=[CH:14][CH:13]=[CH:12][N:11]=1)[CH3:2].FC(F)(F)C(O)=O>ClCCl>[CH2:1]([O:3][C:4](=[O:45])[C@@H:5]([NH2:37])[CH2:6][CH2:7][C:8](=[O:36])[NH:9][C:10]1[C:15]([C:16]2[O:20][N:19]=[C:18]([CH2:21][C:22]3[CH:23]=[CH:24][C:25]([CH2:28][O:29][C:30]4[CH:35]=[CH:34][CH:33]=[CH:32][N:31]=4)=[CH:26][CH:27]=3)[CH:17]=2)=[CH:14][CH:13]=[CH:12][N:11]=1)[CH3:2]. Reactants: C(C)OC([C@H](CCC(NC1=NC=CC=C1C1=CC(=NO1)CC1=CC=C(C=C1)COC1=NC=CC=C1)=O)NC(=O)OC(C)(C)C)=O ((S)-2-tert-butoxycarbonylamino-4-(3-{3-[4-(pyridin-2-yloxymethyl)-benzyl]-isoxazol-5-yl}-pyridin-2-ylcarbamoyl)-butyric acid ethyl ester), FC(C(=O)O)(F)F (trifluoroacetic acid). Isolated yield 89.5%. Product: C(C)OC([C@H](CCC(NC1=NC=CC=C1C1=CC(=NO1)CC1=CC=C(C=C1)COC1=NC=CC=C1)=O)N)=O ((S)-2-Amino-4-(3-{3-[4-(pyridin-2-yloxymethyl)-benzyl]-isoxazol-5-yl}-pyridin-2-ylcarbamoyl)-butyric acid ethyl ester). The reactants are COC1=NC(CCCC1)C=CCC (4,5,6,7-tetrahydro-2-methoxy-7-(1-butenyl)-3H-azepine), [Cl-].[NH4+] (ammonium chloride). The solvent is CO (MeOH). Product: Cl.C(=CCC)C1CCCCC(N1)=N (hexahydro-7-(1-butenyl)-1H-azepin-2-imine, monohydrochloride). Isolated yield 101.6%. RXN SMILES: CO[C:3]1[CH2:9][CH2:8][CH2:7][CH2:6][CH:5]([CH:10]=[CH:11][CH2:12][CH3:13])[N:4]=1.[Cl-:14].[NH4+:15]>CO>[ClH:14].[CH:10]([CH:5]1[NH:4][C:3](=[NH:15])[CH2:9][CH2:8][CH2:7][CH2:6]1)=[CH:11][CH2:12][CH3:13] |f:1.2,4.5|. Reported procedure: The product of Example 327 (1.5 g, 8 mmol) in 85 mL of MeOH was reacted with ammonium chloride (0.36 g, 6.8 mmol) by the method of Example 27 to yield 1.4 g (83%) of the title material. The reactants are C(C)(=O)NC(C1=C(N=C(S1)NC(=N)N)C)C1=NC=CC(=C1)C (N-(5-(acetylamino-(4-methylpyridin-2-yl)-methyl)-4-methylthiazol-2-yl)guanidine), Cl (hydrochloric acid). Solvent: CO (methanol). Reaction conditions: temperature 90 celsius, time 4 hour. The product is Cl.Cl.Cl.NC(C1=C(N=C(S1)NC(=N)N)C)C1=NC=CC(=C1)C (N-(5-(amino-(4-methylpyridin-2-yl)methyl)-4-methylthiazol-2-yl)-guanidine trihydrochloride). Reaction SMILES: C([NH:4][CH:5]([C:16]1[CH:21]=[C:20]([CH3:22])[CH:19]=[CH:18][N:17]=1)[C:6]1[S:10][C:9]([NH:11][C:12]([NH2:14])=[NH:13])=[N:8][C:7]=1[CH3:15])(=O)C.[ClH:23]>CO>[ClH:23].[ClH:23].[ClH:23].[NH2:4][CH:5]([C:16]1[CH:21]=[C:20]([CH3:22])[CH:19]=[CH:18][N:17]=1)[C:6]1[S:10][C:9]([NH:11][C:12]([NH2:14])=[NH:13])=[N:8][C:7]=1[CH3:15] |f:3.4.5.6|. Procedure: To a suspension of N-(5-(acetylamino-(4-methylpyridin-2-yl)-methyl)-4-methylthiazol-2-yl)guanidine (176 mg) in methanol (8.8 ml) was added hydrochloric acid (6 N, 4.6 ml), and the mixture was stirred at 90° C. for 4 hours. The mixture was evaporated under reduced pressure. The residue was recrystallized from ethanol to give N-(5-(amino-(4-methylpyridin-2-yl)methyl)-4-methylthiazol-2-yl)-guanidine trihydrochloride (141 mg).